Dataset: the Open Reaction Database (ORD), a public repository of structured organic reaction records. Task: describe an organic reaction: reactants, conditions, products, and yield Reactants: BrC12CC3(CC(CC(C1)C3)C2)CBr (1-bromo-3-(bromomethyl)-adamantane), IC=1C=NNC1 (4-iodopyrazole), [H-].[Na+] (sodium hydride). Run in CN(C=O)C (N,N-dimethylformamide). Conditions: temperature 0 celsius, time 8 hour. The product is BrC12CC3(CC(CC(C1)C3)C2)CN2N=CC(=C2)I (1-[(3-bromotricyclo[3.3.1.13,7]dec-1-yl)methyl]-4-iodo-1H-pyrazole). RXN SMILES: [Br:1][C:2]12[CH2:11][CH:6]3[CH2:7][CH:8]([CH2:10][C:4]([CH2:12]Br)([CH2:5]3)[CH2:3]1)[CH2:9]2.[I:14][C:15]1[CH:16]=[N:17][NH:18][CH:19]=1.[H-].[Na+]>CN(C)C=O>[Br:1][C:2]12[CH2:11][CH:6]3[CH2:7][CH:8]([CH2:10][C:4]([CH2:12][N:17]4[CH:16]=[C:15]([I:14])[CH:19]=[N:18]4)([CH2:5]3)[CH2:3]1)[CH2:9]2 |f:2.3|. Procedure: A mixture of 1-bromo-3-(bromomethyl)-adamantane (1.0 g) and 4-iodopyrazole (0.63 g) in N,N-dimethylformamide (10 mL) was cooled to 0° C. To this solution was added 60% sodium hydride (0.20 g). The solution was stirred at 65° C. overnight. The reaction mixture was partitioned between water and ethyl acetate. The aqueous layer was extracted with additional ethyl acetate twice. The combined organic layers were washed three times with water, washed with brine, dried over MgSO4, filtered, and concent...